Task: describe an organic reaction: reactants, conditions, products, and yield. Dataset: the Open Reaction Database (ORD), a public repository of structured organic reaction records Starting materials: BrC1=CC=CC(=N1)CO ((6-bromo-pyridin-2-yl)-methanol), OC1=C(C=CC(=C1CCC)O)C(C)=O (1-(2,4-dihydroxy-3-propyl-phenyl)-ethanone), C(CCC)P(CCCC)CCCC (tri-n-butylphosphine), N(=NC(=O)N1CCCCC1)C(=O)N1CCCCC1 (1,1′-(azodicarbonyl)dipiperidine). Run in O1CCCC1 (tetrahydrofuran), C(C)OCC (diethyl ether). Conditions: time 12 hour. Product: BrC1=CC=CC(=N1)COC1=C(C(=C(C=C1)C(C)=O)O)CCC (1-[4-(6-bromo-pyridin-2-ylmethoxy)-2-hydroxy-3-propyl-phenyl]-ethanone). Isolated yield 44.2%. Reaction SMILES: [Br:1][C:2]1[N:7]=[C:6]([CH2:8][OH:9])[CH:5]=[CH:4][CH:3]=1.[OH:10][C:11]1[C:16]([CH2:17][CH2:18][CH3:19])=[C:15](O)[CH:14]=[CH:13][C:12]=1[C:21](=[O:23])[CH3:22].C(P(CCCC)CCCC)CCC.N(C(N1CCCCC1)=O)=NC(N1CCCCC1)=O>O1CCCC1.C(OCC)C>[Br:1][C:2]1[N:7]=[C:6]([CH2:8][O:9][C:15]2[CH:14]=[CH:13][C:12]([C:21](=[O:23])[CH3:22])=[C:11]([OH:10])[C:16]=2[CH2:17][CH2:18][CH3:19])[CH:5]=[CH:4][CH:3]=1. Procedure: Combine (6-bromo-pyridin-2-yl)-methanol (1.00 g, 5.32 mmol), 1-(2,4-dihydroxy-3-propyl-phenyl)-ethanone (1.033 g, 5.32 mmol) and tri-n-butylphosphine (1.46 mL, 5.85 mmol, Aldrich Chemical Co.) in tetrahydrofuran (5.3 mL), add 1,1′-(azodicarbonyl)dipiperidine (1.48 g, 5.85 mmol, Aldrich Chemical Co.). After 12 hours at ambient temperature, add diethyl ether (white precipitate forms) and filter, collect liquid and remove solvents under reduced pressure. Purify residue by flash chromatography to ob... Starting materials: IC=1C(NC(N(C1)CCCN1C[C@]2(C[C@H]2C1)C1=CC=C(C=C1)C(F)(F)F)=O)=O (5-iodo-1-(3-{(1S,5R)-1-[4-(trifluoromethyl)phenyl]-3-azabicyclo[3.1.0]hex-3-yl}propyl)-2,4(1H,3H)-pyrimidinedione), CN(CC(=O)O)C (N,N-dimethylglycine), C(=O)([O-])[O-].[K+].[K+] (K2CO3), FC(C1=NNC=C1)(F)F (3-(trifluoromethyl)-1H-pyrazole). The reagents and catalysts are [Cu]I (copper(1+) iodide). Run in CS(=O)C (Dimethyl Sulfoxide), CCOC(=O)C (EtOAc). Reaction conditions: temperature 150 celsius, time 18 hour. The product is FC(C1=CC=C(C=C1)[C@]12CN(C[C@@H]2C1)CCCN1C(NC(C(=C1)N1N=C(C=C1)C(F)(F)F)=O)=O)(F)F (1-(3-{(1S,5R)-1-[4-(trifluoromethyl)phenyl]-3-azabicyclo[3.1.0]hex-3-yl}propyl)-5-[3-(trifluoromethyl)-1H-pyrazol-1-yl]-2,4(1H,3H)-pyrimidinedione). RXN SMILES: I[C:2]1[C:3](=[O:28])[NH:4][C:5](=[O:27])[N:6]([CH2:8][CH2:9][CH2:10][N:11]2[CH2:16][C@H:15]3[C@:13]([C:17]4[CH:22]=[CH:21][C:20]([C:23]([F:26])([F:25])[F:24])=[CH:19][CH:18]=4)([CH2:14]3)[CH2:12]2)[CH:7]=1.CN(C)CC(O)=O.C([O-])([O-])=O.[K+].[K+].[F:42][C:43]([F:50])([F:49])[C:44]1[CH:48]=[CH:47][NH:46][N:45]=1>CS(C)=O.CCOC(C)=O.[Cu]I>[F:24][C:23]([F:26])([F:25])[C:20]1[CH:21]=[CH:22][C:17]([C@:13]23[CH2:14][C@H:15]2[CH2:16][N:11]([CH2:10][CH2:9][CH2:8][N:6]2[CH:7]=[C:2]([N:46]4[CH:47]=[CH:48][C:44]([C:43]([F:50])([F:49])[F:42])=[N:45]4)[C:3](=[O:28])[NH:4][C:5]2=[O:27])[CH2:12]3)=[CH:18][CH:19]=1 |f:2.3.4|. Procedure: 5-iodo-1-(3-{(1S,5R)-1-[4-(trifluoromethyl)phenyl]-3-azabicyclo[3.1.0]hex-3-yl}propyl)-2,4(1H,3H)-pyrimidinedione (Prep10, 60 mg, 0.119 mmol), copper(1+) iodide (24.88 mg, 0.131 mmol), N,N-dimethylglycine (13.47 mg, 0.131 mmol) and K2CO3 (36.1 mg, 0.261 mmol) were dissolved in Dimethyl Sulfoxide (DMSO) (1 ml) to give a light blue suspension with a white solid. 3-(trifluoromethyl)-1H-pyrazole (commercially available from Apollo, 53.3 mg, 0.392 mmol) was added. After shaking at 150° C. for 18 h, t... The reactants are O=Cc1ccc(Br)cc1, O=C([O-])[O-], C1CCOC1, COc1ccccc1B(O)O, COCCOC, [Na+], [Na+], c1ccc(P(c2ccccc2)(c2ccccc2)[Pd](P(c2ccccc2)(c2ccccc2)c2ccccc2)(P(c2ccccc2)(c2ccccc2)c2ccccc2)P(c2ccccc2)(c2ccccc2)c2ccccc2)cc1. The product is COc1ccccc1-c1ccc(C=O)cc1. RXN SMILES: [Br:1][c:2]1[cH:3][cH:4][c:5]([CH:6]=[O:7])[cH:8][cH:9]1.[C:21](=[O:22])([O-:23])[O-:24].[CH2:33]1[O:34][CH2:35][CH2:36][CH2:37]1.[CH3:10][O:11][c:12]1[c:13]([B:18]([OH:19])[OH:20])[cH:14][cH:15][cH:16][cH:17]1.[CH3:27][O:28][CH2:29][CH2:30][O:31][CH3:32].[Na+:25].[Na+:26].[cH:38]1[cH:39][cH:40][c:41]([P:42]([Pd:43]([P:44]([c:45]2[cH:46][cH:47][cH:48][cH:49][cH:50]2)([c:51]2[cH:52][cH:53][cH:54][cH:55][cH:56]2)[c:57]2[cH:58][cH:59][cH:60][cH:61][cH:62]2)([P:63]([c:64]2[cH:65][cH:66][cH:67][cH:68][cH:69]2)([c:70]2[cH:71][cH:72][cH:73][cH:74][cH:75]2)[c:76]2[cH:77][cH:78][cH:79][cH:80][cH:81]2)[P:82]([c:83]2[cH:84][cH:85][cH:86][cH:87][cH:88]2)([c:89]2[cH:90][cH:91][cH:92][cH:93][cH:94]2)[c:95]2[cH:96][cH:97][cH:98][cH:99][cH:100]2)([c:101]2[cH:102][cH:103][cH:104][cH:105][cH:106]2)[c:107]2[cH:108][cH:109][cH:110][cH:111][cH:112]2)[cH:113][cH:114]1>>[c:2]1(-[c:13]2[c:12]([O:11][CH3:10])[cH:17][cH:16][cH:15][cH:14]2)[cH:3][cH:4][c:5]([CH:6]=[O:7])[cH:8][cH:9]1. The reactants are resultant mixture, NC1=C(C=C(C#N)C=C1)CC (4-amino-3-ethylbenzonitrile), Cl (hydrochloric acid), N(=O)[O-].[Na+] (sodium nitrite), [I-].[K+] (potassium iodide). Run in O (water), O (water), O (water). Run at time 2 hour. The product is C(C)C=1C=C(C#N)C=CC1I (3-Ethyl-4-iodobenzonitrile). Yield: 95.9%. As a reaction SMILES: N[C:2]1[CH:9]=[CH:8][C:5]([C:6]#[N:7])=[CH:4][C:3]=1[CH2:10][CH3:11].Cl.N([O-])=O.[Na+].[I-:17].[K+]>O>[CH2:10]([C:3]1[CH:4]=[C:5]([CH:8]=[CH:9][C:2]=1[I:17])[C:6]#[N:7])[CH3:11] |f:2.3,4.5|. Reported procedure: To 4-amino-3-ethylbenzonitrile (2.50 g, 17.1 mmol) stirred in water (14 mL) at 0° C. was added concentrated hydrochloric acid (7.80 mL, 257 mmol) dropwise followed by a solution of sodium nitrite (1.24 g, 18.0 mmol) in water (3.43 mL) dropwise. The resultant mixture was stirred for 15 minutes and then added over 15 minutes to a solution of potassium iodide (2.98 g, 18.0 mmol) in water (6.0 mL) at 0° C. The mixture was stirred at room temperature for 2 h. The mixture was extracted with ethyl acet... Starting materials: C(C)N(CC)C=C1C(C(C=CC1)=CN(CC)CC)Br (2,6-bis(diethylaminomethylene)phenyl bromide), C(CCC)[Li] (butyllithium), [Cl-].C(C)[In+]CC (diethylindium chloride). The solvent is CCCCCC (hexane), CCCCCC (hexane). Product: C(C)N(CC)C=C1C(C(C=CC1)=CN(CC)CC)[In](CC)CC ([2,6-bis(diethylaminomethylene)phenyl]diethylindium). As a reaction SMILES: [CH2:1]([N:3]([CH:6]=[C:7]1[CH2:12][CH:11]=[CH:10][C:9](=[CH:13][N:14]([CH2:17][CH3:18])[CH2:15][CH3:16])[CH:8]1Br)[CH2:4][CH3:5])[CH3:2].C([Li])CCC.[Cl-].[CH2:26]([In+:28][CH2:29][CH3:30])[CH3:27]>CCCCCC>[CH2:1]([N:3]([CH:6]=[C:7]1[CH2:12][CH:11]=[CH:10][C:9](=[CH:13][N:14]([CH2:17][CH3:18])[CH2:15][CH3:16])[CH:8]1[In:28]([CH2:29][CH3:30])[CH2:26][CH3:27])[CH2:4][CH3:5])[CH3:2] |f:2.3|. Procedure: 2.4 g (7.3 mmol) of 2,6-bis(diethylaminomethylene)phenyl bromide in 40 ml of hexane, 4.6 ml of butyllithium (7.3 mmol; 1.6 mol/l in hexane) and 1.5 g (7.3 mmol) of diethylindium chloride in 20 ml hexane are reacted analogously to Example 1 to give [2,6-bis(diethylaminomethylene)phenyl]diethylindium, which is obtained as a colorless liquid, b.p. 115° C./0.04 mbar, by vacuum distillation. Starting materials: CNCC(=O)OC, COC(=O)C(Cc1c[nH]cn1)NCc1ccccc1, CN(C)C=O, Cc1ccc(S(=O)(=O)N(C)CC(=O)O)cc1. Yields the product COC(=O)CN(C)S(=O)(=O)c1ccc(C)cc1. RXN SMILES: [CH3:1][O:2][C:3]([CH2:4][NH:5][CH3:6])=[O:7].[CH3:8][O:9][C:10](=[O:11])[CH:12]([CH2:13][c:14]1[n:15][cH:16][nH:17][cH:18]1)[NH:19][CH2:20][c:21]1[cH:22][cH:23][cH:24][cH:25][cH:26]1.[O:27]=[CH:28][N:29]([CH3:30])[CH3:31].[c:32]1([CH3:47])[cH:33][cH:34][c:35]([S:38](=[O:39])(=[O:40])[N:41]([CH2:42][C:43]([OH:44])=[O:45])[CH3:46])[cH:36][cH:37]1>>[CH3:1][O:2][C:3]([CH2:4][N:5]([CH3:6])[S:38]([c:35]1[cH:34][cH:33][c:32]([CH3:47])[cH:37][cH:36]1)(=[O:39])=[O:40])=[O:7]. The reactants are C[Si](C)(C)CCOCn1cnc2ccc(Br)cc21, CN1CCNCC1, CC(C)(C)[O-], CC(C)(C)O, CC(C)c1cc(C(C)C)c(-c2ccccc2P(C2CCCCC2)C2CCCCC2)c(C(C)C)c1, [Na+]. Product: CN1CCN(c2ccc3ncn(COCC[Si](C)(C)C)c3c2)CC1. As a reaction SMILES: [Br:1][c:2]1[cH:3][cH:4][c:5]2[c:6]([n:7]([CH2:10][O:11][CH2:12][CH2:13][Si:14]([CH3:15])([CH3:16])[CH3:17])[cH:8][n:9]2)[cH:18]1.[CH3:19][N:20]1[CH2:21][CH2:22][NH:23][CH2:24][CH2:25]1.[CH3:60][C:61]([CH3:62])([O-:63])[CH3:64].[CH3:66][C:67]([OH:68])([CH3:69])[CH3:70].[CH:26]1([P:27]([CH:28]2[CH2:29][CH2:30][CH2:31][CH2:32][CH2:33]2)[c:34]2[cH:35][cH:36][cH:37][cH:38][c:39]2-[c:40]2[c:41]([CH:42]([CH3:43])[CH3:44])[cH:45][c:46]([CH:47]([CH3:48])[CH3:49])[cH:50][c:51]2[CH:52]([CH3:53])[CH3:54])[CH2:55][CH2:56][CH2:57][CH2:58][CH2:59]1.[Na+:65]>>[c:2]1([N:23]2[CH2:22][CH2:21][N:20]([CH3:19])[CH2:25][CH2:24]2)[cH:3][cH:4][c:5]2[c:6]([n:7]([CH2:10][O:11][CH2:12][CH2:13][Si:14]([CH3:15])([CH3:16])[CH3:17])[cH:8][n:9]2)[cH:18]1.